This data is from the Open Reaction Database (ORD), a public repository of structured organic reaction records. The task is: describe an organic reaction: reactants, conditions, products, and yield The reactants are CC1=CC(=C2C(=N1)N(C(=N2)CC)CC2=CC=C(C=C2)NCCC)C (5,7-dimethyl-2-ethyl-3-[4-(N-propylamino)phenylmethyl]-3H-imidazo[4,5-b]pyridine), BrC1=C(C=CC=C1)CC(=O)OC (methyl 2-bromophenylacetate). Yields the product N1C=NC2=NC=CC=C21 (imidazo[4,5-b]pyridine). As a reaction SMILES: C[C:2]1[N:7]=[C:6]2[N:8](CC3C=CC(NCCC)=CC=3)[C:9](CC)=[N:10][C:5]2=[C:4](C)[CH:3]=1.BrC1C=CC=CC=1CC(OC)=O>>[NH:10]1[C:5]2[C:6](=[N:7][CH:2]=[CH:3][CH:4]=2)[N:8]=[CH:9]1. Procedure: Using the general procedure for the phenylaminophenylacetic, acid synthesis described in Step F of Example 25, the product of Step B was alkylated with methyl 2-bromophenylacetate. Standard workup and purification by flash chromatography afforded the title compound. The reactants are ice, N(N)C=1N=NC(=CC1C(=O)N)Cl (3-hydrazino-4-aminocarbonyl-6-chloro-pyridazine), N(=O)[O-].[Na+] (sodium nitrite). Procedure: To an ice-cold solution of 3-hydrazino-4-aminocarbonyl-6-chloro-pyridazine (4.2 g; 0.0244 mole) [obtained as reported in J. Het. Chemistry, 7, 465 (1970)] in 15% acetic acid, a solution of sodium nitrite (1.55 g) in water (10 ml) was added dropwise. After stirring for one hour at 5°-10° C., the separated precipitate was filtered, crystallized from water, filtered again and dried under vacuum at 50° C. to give 3.44 g (77.5%) of the title compound, m.p. 226° C. (dec.). Conditions: time 1 hour. The solvent is C(C)(=O)O (acetic acid), O (water). The product is ClC=1C=C(C=2N(N1)N=NN2)C(=O)N (6-chloro-8-aminocarbonyl-tetrazolo[1,5-b]pyridazine). As a reaction SMILES: [NH:1]([C:3]1[N:4]=[N:5][C:6]([Cl:12])=[CH:7][C:8]=1[C:9]([NH2:11])=[O:10])[NH2:2].[N:13]([O-])=O.[Na+]>C(O)(=O)C.O>[Cl:12][C:6]1[CH:7]=[C:8]([C:9]([NH2:11])=[O:10])[C:3]2[N:4]([N:13]=[N:2][N:1]=2)[N:5]=1 |f:1.2|. Isolated yield 77.1%. Starting materials: Cc1ccc(C(=O)NC(C)CO)cc1-n1cnc(OCc2ccc(F)cc2F)c(Br)c1=O, CC(N)C(N)=O, CC(N)CO. Product: Cc1ccc(C(=O)NC(C)C(N)=O)cc1-n1cnc(OCc2ccc(F)cc2F)c(Br)c1=O. RXN SMILES: [Br:1][c:2]1[c:3]([O:23][CH2:24][c:25]2[c:26]([F:32])[cH:27][c:28]([F:31])[cH:29][cH:30]2)[n:4][cH:5][n:6](-[c:9]2[cH:10][c:11]([C:12](=[O:13])[NH:14][CH:15]([CH2:16][OH:17])[CH3:18])[cH:19][cH:20][c:21]2[CH3:22])[c:7]1=[O:8].[NH2:33][CH:34]([C:35]([NH2:36])=[O:37])[CH3:38].[NH2:39][CH:40]([CH3:41])[CH2:42][OH:43]>>[Br:1][c:2]1[c:3]([O:23][CH2:24][c:25]2[c:26]([F:32])[cH:27][c:28]([F:31])[cH:29][cH:30]2)[n:4][cH:5][n:6](-[c:9]2[cH:10][c:11]([C:12](=[O:13])[NH:14][CH:15]([C:16](=[O:17])[NH2:33])[CH3:18])[cH:19][cH:20][c:21]2[CH3:22])[c:7]1=[O:8].